The task is: describe an organic reaction: reactants, conditions, products, and yield. This data is from the Open Reaction Database (ORD), a public repository of structured organic reaction records. The reactants are BrBr (bromine), intermediate 14, C(C1=CC=CC=C1)OC1=C(N=C2N(C1=O)CCCC2)C(=O)OCC (ethyl 3-benzyloxy-4-oxo-6,7,8,9-tetrahydro-4H-pyrido[1,2-a]pyrimidine-2-carboxylate), C(C)(=O)[O-].[Na+] (sodium acetate). The solvent is C(C)(=O)O (acetic acid), C(C)(=O)O (acetic acid). Reaction conditions: time 1 hour. The product is C(C1=CC=CC=C1)OC1=C(N=C2N(C1=O)CCC=C2Br)C(=O)OCC (Ethyl 3-(benzyloxy)-9-bromo-4-oxo-6,7-dihydro-4H-pyrido[1,2-a]pyrimidine-2-carboxylate). Isolated yield 43.0%. Reaction SMILES: [CH2:1]([O:8][C:9]1[C:14](=[O:15])[N:13]2[CH2:16][CH2:17][CH2:18][CH2:19][C:12]2=[N:11][C:10]=1[C:20]([O:22][CH2:23][CH3:24])=[O:21])[C:2]1[CH:7]=[CH:6][CH:5]=[CH:4][CH:3]=1.C([O-])(=O)C.[Na+].[Br:30]Br>C(O)(=O)C>[CH2:1]([O:8][C:9]1[C:14](=[O:15])[N:13]2[CH2:16][CH2:17][CH:18]=[C:19]([Br:30])[C:12]2=[N:11][C:10]=1[C:20]([O:22][CH2:23][CH3:24])=[O:21])[C:2]1[CH:3]=[CH:4][CH:5]=[CH:6][CH:7]=1 |f:1.2|. Procedure details: A mixture intermediate 14, ethyl 3-benzyloxy-4-oxo-6,7,8,9-tetrahydro-4H-pyrido[1,2-a]pyrimidine-2-carboxylate, (1.00 g, 3.05 mmol) and sodium acetate (1.50 g) in acetic acid (20 ml) was heated at 120° C. and then treated with a solution of bromine (1.5 g, 9.2 mmol) in acetic acid (5 ml). After 1 h at 120° C., the reaction mixture was cooled and concentrated in vacuo. The residue was diluted with ethyl acetate, washed with water and brine and dried over anhydrous magnesium sulfate. Evaporation o... The reactants are NCCC(=O)O (β-alanine), [OH-].[Na+] (sodium hydroxide), CO (methanol), C(#N)C1=CC=C(C=C1)N=C=O (4-cyanophenylisocyanate). Run in C(C)(=O)OCC (ethyl acetate). Conditions: temperature 40 celsius, time 15 hour. Yields the product C(#N)C1=CC=C(C=C1)NC(=O)NCCC(=O)O (β-[[[(4-cyanophenyl)amino]carbonyl]amino]propanoic acid). Isolated yield 61.3%. As a reaction SMILES: [NH2:1][CH2:2][CH2:3][C:4]([OH:6])=[O:5].[OH-].[Na+].CO.[C:11]([C:13]1[CH:18]=[CH:17][C:16]([N:19]=[C:20]=[O:21])=[CH:15][CH:14]=1)#[N:12]>C(OCC)(=O)C>[C:11]([C:13]1[CH:14]=[CH:15][C:16]([NH:19][C:20]([NH:1][CH2:2][CH2:3][C:4]([OH:6])=[O:5])=[O:21])=[CH:17][CH:18]=1)#[N:12] |f:1.2|. Procedure: Under a nitrogen blanket, a mixture of β-alanine (4.4 g; 49 mmoles), sodium hydroxide (2.0 g; 50 mmoles) and methanol (300 ml) was added rapidly to a suspension of 4-cyanophenylisocyanate (8.0 g; 55 mmoles) in ethyl acetate (300 ml). The mixture was stirred at 40° C. for 15 hrs and the volume was reduced to about 150 ml by distillation at reduced pressure. The solid was filtered off, washed with ethyl acetate and dried to yield 7 g of crude product. FAB-MS: MH+=232. Reactants: c1ccc(cc1)COC(=O)N2CCC[C@@H]2C(=O)c3c[nH]c4c3cc(cc4)Br, C1CCNCC1. Reagents/catalysts: [O-]P(=O)([O-])[O-].[K+].[K+].[K+], [Cu]I, Cc1cccc(c1NC(=O)C(=O)O)C. Run in CS(=O)C, CS(=O)C. Conditions: temperature 80 celsius, time 18 hour. Yields the product c1ccc(cc1)COC(=O)N2CCC[C@@H]2C(=O)c3c[nH]c4c3cc(cc4)N5CCCCC5. Isolated yield 1.4%. Reactants: NC1=C(C(=O)OC)C(=CC=C1Br)N (methyl 2,6-diamino-3-bromobenzoate), NC1=C(C(=O)OC)C(=CC=C1Br)N (methyl 2,6-diamino-3-bromobenzoate), COC(=O)C=1OC=CC1B(O)O (2-methoxycarbonyl-furan-3-boronic acid), F[B-](F)(F)F.C(C)(C)(C)[PH+](C(C)(C)C)C(C)(C)C (tri-tert-butylphosphonium tetrafluoroborate), C([O-])([O-])=O.[Cs+].[Cs+] (cesium carbonate). Reagents/catalysts: C=1C=CC(=CC1)/C=C/C(=O)/C=C/C2=CC=CC=C2.C=1C=CC(=CC1)/C=C/C(=O)/C=C/C2=CC=CC=C2.C=1C=CC(=CC1)/C=C/C(=O)/C=C/C2=CC=CC=C2.[Pd].[Pd] (tris-(dibenzylideneacetone)-dipalladium). Run in O1CCOCC1 (dioxane), O (water). Conditions: time 1 hour. Product: NC1=C(C=CC(=C1C(=O)OC)N)C=1C(=COC1)C(=O)OCC (ethyl 4-(2,4-diamino-3-methoxycarbonylphenyl)-furan-3-carboxylate). Yield: 689.8%. RXN SMILES: [NH2:1][C:2]1[C:11](Br)=[CH:10][CH:9]=[C:8]([NH2:13])[C:3]=1[C:4]([O:6][CH3:7])=[O:5].COC([C:18]1[O:19][CH:20]=[CH:21][C:22]=1B(O)O)=O.F[B-](F)(F)F.C([PH+]([C:40]([CH3:43])(C)C)C(C)(C)C)(C)(C)C.[C:44](=O)([O-:46])[O-:45].[Cs+].[Cs+]>O1CCOCC1.O.C1C=CC(/C=C/C(/C=C/C2C=CC=CC=2)=O)=CC=1.C1C=CC(/C=C/C(/C=C/C2C=CC=CC=2)=O)=CC=1.C1C=CC(/C=C/C(/C=C/C2C=CC=CC=2)=O)=CC=1.[Pd].[Pd]>[NH2:1][C:2]1[C:3]([C:4]([O:6][CH3:7])=[O:5])=[C:8]([NH2:13])[CH:9]=[CH:10][C:11]=1[C:21]1[C:22]([C:44]([O:46][CH2:40][CH3:43])=[O:45])=[CH:18][O:19][CH:20]=1 |f:2.3,4.5.6,9.10.11.12.13|. Procedure: A mixture of methyl 2,6-diamino-3-bromobenzoate (Intermediate 90, 1.0 g), 2-methoxycarbonyl-furan-3-boronic acid (0.980 g), tris-(dibenzylideneacetone)-dipalladium (0.188 g), tri-tert-butylphosphonium tetrafluoroborate (0.119 g) and cesium carbonate (4.0 g) in dioxane (45 mL) and water (6 mL) was de-gassed and flushed with argon. The resultant mixture was stirred at room temperature for 1 hour, then heated at 70° C. for 1 hour. The mixture was cooled, diluted with ethyl acetate and washed with w... Starting materials: CCCSc1c(C(=O)O)cnn1-c1ccc(C(=O)OC)cc1, CNC1CCCCC1, CCN=C=NCCCN(C)C, CCOC(C)=O, CCN(C(C)C)C(C)C, CN(C)C=O, On1nnc2ccccc21. RXN SMILES: [CH3:1][O:2][C:3](=[O:4])[c:5]1[cH:6][cH:7][c:8](-[n:11]2[n:12][cH:13][c:14]([C:20](=[O:21])[OH:22])[c:15]2[S:16][CH2:17][CH2:18][CH3:19])[cH:9][cH:10]1.[CH3:23][NH:24][CH:25]1[CH2:26][CH2:27][CH2:28][CH2:29][CH2:30]1.[CH3:50][CH2:51][N:52]=[C:53]=[N:54][CH2:55][CH2:56][CH2:57][N:58]([CH3:59])[CH3:60].[CH3:66][CH2:67][O:68][C:69](=[O:70])[CH3:71].[CH:41]([N:42]([CH2:43][CH3:44])[CH:45]([CH3:46])[CH3:47])([CH3:48])[CH3:49].[O:61]=[CH:62][N:63]([CH3:64])[CH3:65].[OH:31][n:32]1[c:33]2[c:34]([cH:35][cH:36][cH:37][cH:38]2)[n:39][n:40]1>>[CH3:1][O:2][C:3](=[O:4])[c:5]1[cH:6][cH:7][c:8](-[n:11]2[n:12][cH:13][c:14]([C:20](=[O:22])[N:24]([CH3:23])[CH:25]3[CH2:26][CH2:27][CH2:28][CH2:29][CH2:30]3)[c:15]2[S:16][CH2:17][CH2:18][CH3:19])[cH:9][cH:10]1. The product is CCCSc1c(C(=O)N(C)C2CCCCC2)cnn1-c1ccc(C(=O)OC)cc1.